This data is from the Open Reaction Database (ORD), a public repository of structured organic reaction records. The task is: describe an organic reaction: reactants, conditions, products, and yield Starting materials: ClCCl, O=C(Cl)c1cc(C(F)(F)F)cc(C(F)(F)F)c1, c1ccncc1, CCOC(=O)CCCN1CC(Cc2c[nH]c3ccccc23)NCC1=O. Product: CCOC(=O)CCCN1CC(Cc2c[nH]c3ccccc23)N(C(=O)c2cc(C(F)(F)F)cc(C(F)(F)F)c2)CC1=O. As a reaction SMILES: [Cl:49][CH2:50][Cl:51].[F:32][C:33]([c:34]1[cH:35][c:36]([C:37](=[O:38])[Cl:39])[cH:40][c:41]([C:43]([F:44])([F:45])[F:46])[cH:42]1)([F:47])[F:48].[cH:26]1[cH:27][cH:28][n:29][cH:30][cH:31]1.[nH:1]1[cH:2][c:3]([CH2:10][CH:11]2[NH:12][CH2:13][C:14](=[O:25])[N:15]([CH2:17][CH2:18][CH2:19][C:20](=[O:21])[O:22][CH2:23][CH3:24])[CH2:16]2)[c:4]2[cH:5][cH:6][cH:7][cH:8][c:9]12>>[nH:1]1[cH:2][c:3]([CH2:10][CH:11]2[N:12]([C:37]([c:36]3[cH:35][c:34]([C:33]([F:32])([F:47])[F:48])[cH:42][c:41]([C:43]([F:44])([F:45])[F:46])[cH:40]3)=[O:38])[CH2:13][C:14](=[O:25])[N:15]([CH2:17][CH2:18][CH2:19][C:20](=[O:21])[O:22][CH2:23][CH3:24])[CH2:16]2)[c:4]2[cH:5][cH:6][cH:7][cH:8][c:9]12. The reactants are ClC=1C=C(C=2N(N1)C(=CN2)C(=O)NC2=CC(=NC=C2)Cl)Cl (6,8-dichloro-N-(2-chloropyridin-4-yl)imidazo[1,2-b]pyridazine-3-carboxamide), ClC=1C=C(C=2N(N1)C(=CN2)C(=O)O)Cl (6,8-dichloroimidazo[1,2-b]pyridazine-3-carboxylic acid), CN(C=O)C (N,N-dimethylformamide), ClC1=NC=CC(=C1)N (2-chloropyridin-4-amine), C(C)(C)N(C(C)C)CC (N,N-diisopropylethylamine), BrC=1C=2N(N=C(C1)Cl)C(=CN2)C(=O)O (8-bromo-6-chloroimidazo[1,2-b]pyridazine-3-carboxylic acid), C(C(=O)Cl)(=O)Cl (oxalyl chloride). Run in ClCCCl (DCE). Run at temperature 65 celsius, time 2 hour. Yields the product BrC=1C=2N(N=C(C1)Cl)C(=CN2)C(=O)NC2=CC(=NC=C2)Cl (8-bromo-6-chloro-N-(2-chloropyridin-4-yl)imidazo[1,2-b]pyridazine-3-carboxamide). Yield: 94.7%. RXN SMILES: ClC1C=C(Cl)C2N(C(C(O)=O)=CN=2)N=1.[Br:15][C:16]1[C:17]2[N:18]([C:23]([C:26]([OH:28])=O)=[CH:24][N:25]=2)[N:19]=[C:20]([Cl:22])[CH:21]=1.C(Cl)(=O)C(Cl)=O.CN(C)C=O.[Cl:40][C:41]1[CH:46]=[C:45]([NH2:47])[CH:44]=[CH:43][N:42]=1.C(N(CC)C(C)C)(C)C.ClC1C=C(Cl)C2N(C(C(NC3C=CN=C(Cl)C=3)=O)=CN=2)N=1>ClCCCl>[Br:15][C:16]1[C:17]2[N:18]([C:23]([C:26]([NH:47][C:45]3[CH:44]=[CH:43][N:42]=[C:41]([Cl:40])[CH:46]=3)=[O:28])=[CH:24][N:25]=2)[N:19]=[C:20]([Cl:22])[CH:21]=1. Procedure: A ˜1:1 mixture 6,8-dichloroimidazo[1,2-b]pyridazine-3-carboxylic acid and 8-bromo-6-chloroimidazo[1,2-b]pyridazine-3-carboxylic acid (6.57 g, 28.3) was suspended in DCE (140 mL), and treated with neat oxalyl chloride (5.52 g, 42.5 mmol) followed by N,N-dimethylformamide (0.207 g, 2.83 mmol). The reaction mixture was heated at 65° C. for 5 hours, concentrated and dried under high vacuum for 1 hr and taken into the next step without further purification. The crude mixture of acid chloride was susp...